Dataset: the Open Reaction Database (ORD), a public repository of structured organic reaction records. Task: describe an organic reaction: reactants, conditions, products, and yield Starting materials: [H-].[Na+] (sodium hydride), ice water, OC=1C=C(CO)C=CC1 (3-hydroxybenzyl alcohol), BrCCCN1C(C=2C(C1=O)=CC=CC2)=O (N-bromopropylphthalimide). Solvent: CS(=O)C (dimethylsulfoxide), CS(=O)C (dimethylsulfoxide). Conditions: time 20 minute. Product: OCC=1C=C(OCCCN2C(C=3C(C2=O)=CC=CC3)=O)C=CC1 (N-[3-[3-(hydroxymethyl)phenoxy]propyl]phthalimide). Isolated yield 39.9%. As a reaction SMILES: [OH:1][C:2]1[CH:3]=[C:4]([CH:7]=[CH:8][CH:9]=1)[CH2:5][OH:6].[H-].[Na+].Br[CH2:13][CH2:14][CH2:15][N:16]1[C:20](=[O:21])[C:19]2=[CH:22][CH:23]=[CH:24][CH:25]=[C:18]2[C:17]1=[O:26]>CS(C)=O>[OH:6][CH2:5][C:4]1[CH:3]=[C:2]([CH:9]=[CH:8][CH:7]=1)[O:1][CH2:13][CH2:14][CH2:15][N:16]1[C:20](=[O:21])[C:19]2=[CH:22][CH:23]=[CH:24][CH:25]=[C:18]2[C:17]1=[O:26] |f:1.2|. Procedure: A solution of 2.6 g of 3-hydroxybenzyl alcohol in 10 ml of dry dimethylsulfoxide was added dropwise with stirring under ice cooling to a suspension of 0.88 g of 60% sodium hydride in 5 ml of dry dimethylsulfoxide. After the addition, the mixture was stirred at room temperature for 20 minutes, and 6 g of N-bromopropylphthalimide was added. The mixture was reacted at room temperature for 1 hour, and ice water was added. The mixture was extracted with ether, washed with water, and dried over anhydr... The reactants are O.[OH-].[Li+] (Lithium hydroxide monohydrate), C1(CCC1)N(C1CC(C1)CCC(=O)OCC)C[C@H]1C[C@H]([C@@H]2OC(O[C@@H]21)(C)C)N2C=CC1=C2N=CN=C1NCC1=C(C=C(C=C1)OC)OC (ethyl 3-(3-(cyclobutyl(((3aR,4R,6R,6aS)-6-(4-((2,4-dimethoxybenzyl)amino)-7H-pyrrolo[2,3-d]pyrimidin-7-yl)-2,2-dimethyltetrahydro-3aH-cyclopenta[d][1,3]dioxol-4-yl)methyl)amino)cyclobutyl)propanoate), O1CCCC1 (Tetrahydrofuran), CO (Methanol), Cl (HCl). Conditions: time 8 hour. Product: C1(CCC1)N(C1CC(C1)CCC(=O)O)C[C@H]1C[C@H]([C@@H]2OC(O[C@@H]21)(C)C)N2C=CC1=C2N=CN=C1NCC1=C(C=C(C=C1)OC)OC (3-(3-(cyclobutyl(((3aR,4R,6R,6aS)-6-(4-((2,4-dimethoxybenzyl)amino)-7H-pyrrolo[2,3-d]pyrimidin-7-yl)-2,2-dimethyltetrahydro-3aH-cyclopenta[d][1,3]dioxol-4-yl)methyl)amino)cyclobutyl)propanoic acid). RXN SMILES: O.[OH-].[Li+].[CH:4]1([N:8]([CH2:20][C@@H:21]2[C@@H:28]3[C@@H:24]([O:25][C:26]([CH3:30])([CH3:29])[O:27]3)[C@H:23]([N:31]3[C:35]4[N:36]=[CH:37][N:38]=[C:39]([NH:40][CH2:41][C:42]5[CH:47]=[CH:46][C:45]([O:48][CH3:49])=[CH:44][C:43]=5[O:50][CH3:51])[C:34]=4[CH:33]=[CH:32]3)[CH2:22]2)[CH:9]2[CH2:12][CH:11]([CH2:13][CH2:14][C:15]([O:17]CC)=[O:16])[CH2:10]2)[CH2:7][CH2:6][CH2:5]1.O1CCCC1.CO.Cl>>[CH:4]1([N:8]([CH2:20][C@@H:21]2[C@@H:28]3[C@@H:24]([O:25][C:26]([CH3:29])([CH3:30])[O:27]3)[C@H:23]([N:31]3[C:35]4[N:36]=[CH:37][N:38]=[C:39]([NH:40][CH2:41][C:42]5[CH:47]=[CH:46][C:45]([O:48][CH3:49])=[CH:44][C:43]=5[O:50][CH3:51])[C:34]=4[CH:33]=[CH:32]3)[CH2:22]2)[CH:9]2[CH2:10][CH:11]([CH2:13][CH2:14][C:15]([OH:17])=[O:16])[CH2:12]2)[CH2:7][CH2:6][CH2:5]1 |f:0.1.2|. Procedure details: Lithium hydroxide monohydrate (0.58 g, 14 mmol) added to a solution of ethyl 3-(3-(cyclobutyl(((3aR,4R,6R,6aS)-6-(4-((2,4-dimethoxybenzyl)amino)-7H-pyrrolo[2,3-d]pyrimidin-7-yl)-2,2-dimethyltetrahydro-3aH-cyclopenta[d][1,3]dioxol-4-yl)methyl)amino)cyclobutyl)propanoate (0.91 g, 1.4 mmol) in Tetrahydrofuran (12 ml, 150 mmol) and Methanol (3 ml, 60 mmol). The reaction mixture was stirred overnight at RT, upon which it was acidified with 1 N HCl to pH=6. The volatiles were removed in vacuo and the ... Reactants: BrC1=CC2=C(C(=N1)O[C@H](C)[C@@H]1CC(NC1)=O)N(C=N2)C2CC2 ((R)-4-((R)-1-((6-bromo-3-cyclopropyl-3H-imidazo[4,5-c]pyridin-4-yl)oxy)ethyl)pyrrolidin-2-on), FC(COC1=C(C=C(C=C1)B1OC(C(O1)(C)C)(C)C)OC)F (2-(4-(2,2-difluoroethoxy)-3-methoxyphenyl)-4,4,5,5-tetramethyl-1,3,2-dioxaborolane), COCCOC (DME), C([O-])([O-])=O.[Na+].[Na+] (sodium carbonate). The reagents and catalysts are C=1C=CC(=CC1)[P](C=2C=CC=CC2)(C=3C=CC=CC3)[Pd]([P](C=4C=CC=CC4)(C=5C=CC=CC5)C=6C=CC=CC6)([P](C=7C=CC=CC7)(C=8C=CC=CC8)C=9C=CC=CC9)[P](C=1C=CC=CC1)(C=1C=CC=CC1)C=1C=CC=CC1 (Pd(PPh3)4). Run in O (water), CCOC(=O)C (EtOAc). Reaction conditions: temperature 105 celsius. Yields the product C1(CC1)N1C=NC2=C1C(=NC(=C2)C2=CC(=C(C=C2)OCC(F)F)OC)O[C@H](C)[C@@H]2CC(NC2)=O ((R)-4-((R)-1-((3-cyclopropyl-6-(4-(2,2-difluoroethoxy)-3-methoxyphenyl)-3H-imidazo[4,5-c]pyridin-4-yl)oxy)ethyl)pyrrolidin-2-one). Reaction SMILES: Br[C:2]1[N:7]=[C:6]([O:8][C@@H:9]([C@H:11]2[CH2:15][NH:14][C:13](=[O:16])[CH2:12]2)[CH3:10])[C:5]2[N:17]([CH:20]3[CH2:22][CH2:21]3)[CH:18]=[N:19][C:4]=2[CH:3]=1.[F:23][CH:24]([F:44])[CH2:25][O:26][C:27]1[CH:32]=[CH:31][C:30](B2OC(C)(C)C(C)(C)O2)=[CH:29][C:28]=1[O:42][CH3:43].COCCOC.C(=O)([O-])[O-].[Na+].[Na+]>C1C=CC([P]([Pd]([P](C2C=CC=CC=2)(C2C=CC=CC=2)C2C=CC=CC=2)([P](C2C=CC=CC=2)(C2C=CC=CC=2)C2C=CC=CC=2)[P](C2C=CC=CC=2)(C2C=CC=CC=2)C2C=CC=CC=2)(C2C=CC=CC=2)C2C=CC=CC=2)=CC=1.O.CCOC(C)=O>[CH:20]1([N:17]2[C:5]3[C:6]([O:8][C@@H:9]([C@H:11]4[CH2:15][NH:14][C:13](=[O:16])[CH2:12]4)[CH3:10])=[N:7][C:2]([C:30]4[CH:31]=[CH:32][C:27]([O:26][CH2:25][CH:24]([F:44])[F:23])=[C:28]([O:42][CH3:43])[CH:29]=4)=[CH:3][C:4]=3[N:19]=[CH:18]2)[CH2:22][CH2:21]1 |f:3.4.5,^1:60,62,81,100|. Procedure: In a 50 mL 3-neck flask with a magnetic stir bar and condenser was placed (R)-4-((R)-1-((6-bromo-3-cyclopropyl-3H-imidazo[4,5-c]pyridin-4-yl)oxy)ethyl)pyrrolidin-2-on (125 mg, 0.34 mmol), 2-(4-(2,2-difluoroethoxy)-3-methoxyphenyl)-4,4,5,5-tetramethyl-1,3,2-dioxaborolane (135 mg, 0.43 mmol) and Pd(PPh3)4 (40 mg, 0.027 mmol). Evacuated and filled with nitrogen 3×. Added 2.5 mL DME and 2N sodium carbonate (0.51 ml, 1.03 mmol) via syringe and heated in a 105° C. oil bath for 2 hrs at which time LC-M...